The task is: describe an organic reaction: reactants, conditions, products, and yield. This data is from the Open Reaction Database (ORD), a public repository of structured organic reaction records. Reactants: O=CCCc1ccc(C(F)(F)F)cc1, COCc1nc(I)cn1CCN. Yields the product COCc1nc(I)c2n1CCNC2CCc1ccc(C(F)(F)F)cc1. Reaction SMILES: [F:13][C:14]([c:15]1[cH:16][cH:17][c:18]([CH2:21][CH2:22][CH:23]=[O:24])[cH:19][cH:20]1)([F:25])[F:26].[I:1][c:2]1[n:3][c:4]([CH2:10][O:11][CH3:12])[n:5]([CH2:7][CH2:8][NH2:9])[cH:6]1>>[I:1][c:2]1[n:3][c:4]([CH2:10][O:11][CH3:12])[n:5]2[c:6]1[CH:23]([CH2:22][CH2:21][c:18]1[cH:17][cH:16][c:15]([C:14]([F:13])([F:25])[F:26])[cH:20][cH:19]1)[NH:9][CH2:8][CH2:7]2. Reactants: COCO[C@@H]1CN(CC1)C[C@H](C1=CC=CC=C1)N(C)C1=CC=C(C(=O)OC)C=C1 (methyl 4-{N-[2-(3-(S)-methoxymethoxypyrrolidin-1-yl)-1-(S)-phenylethyl]-N-methylamino}benzoate), [OH-].[Na+] (NaOH), Cl (HCl). The solvent is CO (MeOH). Reaction conditions: temperature 75 celsius, time 3 hour. Product: COCO[C@@H]1CN(CC1)C[C@H](C1=CC=CC=C1)N(C)C1=CC=C(C(=O)O)C=C1 (4-{N-[2-(3-(S)-Methoxymethoxypyrrolidin-1-yl)-1-(S)-phenylethyl]-N-methylamino}benzoic acid). As a reaction SMILES: [CH3:1][O:2][CH2:3][O:4][C@H:5]1[CH2:9][CH2:8][N:7]([CH2:10][C@@H:11]([N:18]([C:20]2[CH:29]=[CH:28][C:23]([C:24]([O:26]C)=[O:25])=[CH:22][CH:21]=2)[CH3:19])[C:12]2[CH:17]=[CH:16][CH:15]=[CH:14][CH:13]=2)[CH2:6]1.[OH-].[Na+].Cl>CO>[CH3:1][O:2][CH2:3][O:4][C@H:5]1[CH2:9][CH2:8][N:7]([CH2:10][C@@H:11]([N:18]([C:20]2[CH:21]=[CH:22][C:23]([C:24]([OH:26])=[O:25])=[CH:28][CH:29]=2)[CH3:19])[C:12]2[CH:17]=[CH:16][CH:15]=[CH:14][CH:13]=2)[CH2:6]1 |f:1.2|. Procedure details: A mixture of methyl 4-{N-[2-(3-(S)-methoxymethoxypyrrolidin-1-yl)-1-(S)-phenylethyl]-N-methylamino}benzoate (1.99 g, 5.00 mmol) and 4N-NaOH (12.5 ml, 50.0 mmol) in MeOH (35 ml) was stirred at 75° C. for 3 h. The mixture was neutrallized with 5N-HCl at 0° C. The solvent was removed in vacuo. CH2Cl2 was added to the residue and insoluble solid was removed by filtration. The filtrate was concentrated to give 2.04 g (quant) of pale brown amorphous.